From a dataset of the Open Reaction Database (ORD), a public repository of structured organic reaction records. describe an organic reaction: reactants, conditions, products, and yield The reactants are CCO, [H][H], N, COOCC1CCCN1S(=O)(=O)c1ccc2c(c1)C1(OCCO1)C(=O)N2CC1(C#N)CCCCCC1. The product is COOCC1CCCN1S(=O)(=O)c1ccc2c(c1)C1(OCCO1)C(=O)N2CC1(CN)CCCCCC1. RXN SMILES: [CH3:40][CH2:41][OH:42].[H:37][H:38].[NH3:39].[O:1]=[C:2]1[N:3]([CH2:27][C:28]2([C:35]#[N:36])[CH2:29][CH2:30][CH2:31][CH2:32][CH2:33][CH2:34]2)[c:4]2[cH:5][cH:6][c:7]([S:15](=[O:16])(=[O:17])[N:18]3[CH:19]([CH2:23][O:24][O:25][CH3:26])[CH2:20][CH2:21][CH2:22]3)[cH:8][c:9]2[C:10]12[O:11][CH2:12][CH2:13][O:14]2>>[O:1]=[C:2]1[N:3]([CH2:27][C:28]2([CH2:35][NH2:36])[CH2:29][CH2:30][CH2:31][CH2:32][CH2:33][CH2:34]2)[c:4]2[cH:5][cH:6][c:7]([S:15](=[O:16])(=[O:17])[N:18]3[CH:19]([CH2:23][O:24][O:25][CH3:26])[CH2:20][CH2:21][CH2:22]3)[cH:8][c:9]2[C:10]12[O:11][CH2:12][CH2:13][O:14]2. Reactants: CCOC(=O)c1cn(C(C)(C)C)c2nc(Cl)ccc2c1=O, O=C(O)C(F)(F)F, O=S(=O)(O)O. Product: CCOC(=O)c1c[nH]c2nc(Cl)ccc2c1=O. Reaction SMILES: [CH2:1]([CH3:2])[O:3][C:4](=[O:5])[c:6]1[cH:7][n:8]([C:18]([CH3:19])([CH3:20])[CH3:21])[c:9]2[n:10][c:11]([Cl:17])[cH:12][cH:13][c:14]2[c:15]1=[O:16].[F:22][C:23]([F:24])([F:25])[C:26]([OH:27])=[O:28].[S:29](=[O:30])(=[O:31])([OH:32])[OH:33]>>[CH2:1]([CH3:2])[O:3][C:4](=[O:5])[c:6]1[cH:7][nH:8][c:9]2[n:10][c:11]([Cl:17])[cH:12][cH:13][c:14]2[c:15]1=[O:16]. The reactants are CC=1C=C(C=CC1C)O (3,4-dimethylphenol), CO (methanol), [OH-].[K+] (KOH), CI (Methyl iodide). The solvent is O (water). The product is CC=1C=C(C=CC1C)OC (3,4-Dimethyl anisole). Isolated yield 81.0%. As a reaction SMILES: [CH3:1][C:2]1[CH:3]=[C:4]([OH:9])[CH:5]=[CH:6][C:7]=1[CH3:8].[CH3:10]O.[OH-].[K+].CI>O>[CH3:1][C:2]1[CH:3]=[C:4]([O:9][CH3:10])[CH:5]=[CH:6][C:7]=1[CH3:8] |f:2.3|. Procedure details: To 3,4-dimethylphenol(19.3 g, 0.16 mol), methanol(150 ml) and KOH(9.65 g, 0.25 mol) were added and then refluxed for 2 hrs. Methyl iodide(36.5 g, 0.25 mol) was added thereto, refluxed for 3 hours and then followed by addition of water(150 ml). The resulting mixture was extracted with ethylacetate and purified by column chromatography to obtain the titled compound.